From a dataset of the Open Reaction Database (ORD), a public repository of structured organic reaction records. describe an organic reaction: reactants, conditions, products, and yield Reactants: C(C)(C)N1CCC(C2=CC(=CC=C12)NC1=CC=C(C(=O)OCC)C=C1)(C)C (Ethyl 4-(1-isopropyl-4,4-dimethyl-1,2,3,4-tetrahydroquinolin-6-ylamino)benzoate), C(C)(C)N1CCC(C2=CC(=CC=C12)NC1=CC=C(C(=O)OCC)C=C1)(C)C (Ethyl 4-(1-isopropyl-4,4-dimethyl-1,2,3,4-tetrahydroquinolin-6-ylamino)benzoate), C(#N)[BH3-].[Na+] (sodium cyanoborohydride), [OH-].[Na+] (NaOH), C(CC(C)C)=O (isovaleraldehyde). Solvent: C(C)(=O)O (acetic acid), C(C)#N (acetonitrile). Product: C(C)(C)N1CCC(C2=CC(=CC=C12)N(C1=CC=C(C(=O)OCC)C=C1)CCC(C)C)(C)C (Ethyl 4-[(1-isopropyl-4,4-dimethyl-1,2,3,4-tetrahydroquinolin-6-yl)(3-methylbutyl)amino]benzoate). Yield: 45.8%. RXN SMILES: [CH:1]([N:4]1[C:13]2[C:8](=[CH:9][C:10]([NH:14][C:15]3[CH:25]=[CH:24][C:18]([C:19]([O:21][CH2:22][CH3:23])=[O:20])=[CH:17][CH:16]=3)=[CH:11][CH:12]=2)[C:7]([CH3:27])([CH3:26])[CH2:6][CH2:5]1)([CH3:3])[CH3:2].[CH:28](=O)[CH2:29][CH:30]([CH3:32])[CH3:31].C([BH3-])#N.[Na+].[OH-].[Na+]>C(O)(=O)C.C(#N)C>[CH:1]([N:4]1[C:13]2[C:8](=[CH:9][C:10]([N:14]([CH2:28][CH2:29][CH:30]([CH3:32])[CH3:31])[C:15]3[CH:16]=[CH:17][C:18]([C:19]([O:21][CH2:22][CH3:23])=[O:20])=[CH:24][CH:25]=3)=[CH:11][CH:12]=2)[C:7]([CH3:27])([CH3:26])[CH2:6][CH2:5]1)([CH3:3])[CH3:2] |f:2.3,4.5|. Procedure: Ethyl 4-[(1-isopropyl-4,4-dimethyl-1,2,3,4-tetrahydroquinolin-6-yl)amino]benzoate (Compound 8, 37 mg, 0.10 mmol) was dissolved in a 10% acetic acid in acetonitrile solution (1.5 mL). The solution was treated with isovaleraldehyde (0.08 mL, 0.74 mmol) and then sodium cyanoborohydride (13 mg, 0.20 mmol) and the reaction mixture was stirred at room temperature for 5 hours. 1M aqueous NaOH was added until pH=6 and the solution was extracted with ether (2×), washed with brine, and dried (Na2SO4). The... The reactants are C(C)(C)(C)OC(=O)NC1=CC(=NC=C1)C(=O)O (4-tert-butoxycarbonylamino-pyridine-2-carboxylic acid), N1CCOCC1 (morpholine), C=1C=CC2=C(C1)N=NN2O (HOBT), CCN=C=NCCCN(C)C.Cl (EDC.HCl), CCN(C(C)C)C(C)C (DIPEA). Run in O (water), C(Cl)(Cl)Cl (CHCl3). Run at time 16 hour. Product: C(C)(C)(C)OC(NC1=CC(=NC=C1)C(=O)N1CCOCC1)=O ([2-(Morpholine-4-carbonyl)-pyridin-4-yl]-carbamic acid tert-butyl ester). Isolated yield 93.5%. Reaction SMILES: [C:1]([O:5][C:6]([NH:8][C:9]1[CH:14]=[CH:13][N:12]=[C:11]([C:15]([OH:17])=O)[CH:10]=1)=[O:7])([CH3:4])([CH3:3])[CH3:2].[NH:18]1[CH2:23][CH2:22][O:21][CH2:20][CH2:19]1.C1C=CC2N(O)N=NC=2C=1.CCN=C=NCCCN(C)C.Cl.CCN(C(C)C)C(C)C>C(Cl)(Cl)Cl.O>[C:1]([O:5][C:6](=[O:7])[NH:8][C:9]1[CH:14]=[CH:13][N:12]=[C:11]([C:15]([N:18]2[CH2:23][CH2:22][O:21][CH2:20][CH2:19]2)=[O:17])[CH:10]=1)([CH3:2])([CH3:3])[CH3:4] |f:3.4|. Reported procedure: To a solution of 4-tert-butoxycarbonylamino-pyridine-2-carboxylic acid (43) (800 mg, 3.2 mmol) in CHCl3 was added morpholine (0.4 mL, 3.8 mmol), HOBT (857 mg, 6.3 mmol), EDC.HCl (1.2 g, 6.3 mmol) and DIPEA (0.8 mL, 4.8 mmol), and stirred at rt for 16 h. The reaction mixture was diluted with water and extracted with 10% MeOH/CHCl3. The organic layer was washed with water, dried over Na2SO4 and evaporated to give compound 44 (920 mg, 92%) as a white solid; (m/z): 308 [MH]+; 1H NMR (400 MHz, CDCl3)... Starting materials: CCCCCCCCCC(=O)Cl, OCCCN1CCN(C2=Nc3ccccc3Nc3ccsc32)CC1, c1ccccc1. Yields the product Cl, CCCCCCCCCC(=O)OCCCN1CCN(C2=Nc3ccccc3Nc3ccsc32)CC1. RXN SMILES: [C:25]([CH2:26][CH2:27][CH2:28][CH2:29][CH2:30][CH2:31][CH2:32][CH2:33][CH3:34])(=[O:35])[Cl:36].[OH:1][CH2:2][CH2:3][CH2:4][N:5]1[CH2:6][CH2:7][N:8]([C:11]2=[N:17][c:16]3[c:15]([cH:21][cH:20][cH:19][cH:18]3)[NH:14][c:13]3[c:12]2[s:24][cH:23][cH:22]3)[CH2:9][CH2:10]1.[cH:37]1[cH:38][cH:39][cH:40][cH:41][cH:42]1>>[ClH:36].[O:1]([CH2:2][CH2:3][CH2:4][N:5]1[CH2:6][CH2:7][N:8]([C:11]2=[N:17][c:16]3[c:15]([cH:21][cH:20][cH:19][cH:18]3)[NH:14][c:13]3[c:12]2[s:24][cH:23][cH:22]3)[CH2:9][CH2:10]1)[C:25]([CH2:26][CH2:27][CH2:28][CH2:29][CH2:30][CH2:31][CH2:32][CH2:33][CH3:34])=[O:35]. The reactants are CO, Cc1ncnn1-c1ccc([N+](=O)[O-])cc1F. The product is Cc1ncnn1-c1ccc(N)cc1F. As a reaction SMILES: [CH3:17][OH:18].[F:1][c:2]1[c:3](-[n:11]2[n:12][cH:13][n:14][c:15]2[CH3:16])[cH:4][cH:5][c:6]([N+:8]([O-:9])=[O:10])[cH:7]1>>[F:1][c:2]1[c:3](-[n:11]2[n:12][cH:13][n:14][c:15]2[CH3:16])[cH:4][cH:5][c:6]([NH2:8])[cH:7]1. The reactants are BrCCCCBr, CCOC(=O)c1cc(CC#N)cc(C(=O)OCC)c1, C1CCOC1, C[Si](C)(C)[N-][Si](C)(C)C, [K+]. Yields the product CCOC(=O)c1cc(C(=O)OCC)cc(C2(C#N)CCCC2)c1. As a reaction SMILES: [Br:30][CH2:31][CH2:32][CH2:33][CH2:34][Br:35].[C:1](#[N:2])[CH2:3][c:4]1[cH:5][c:6]([C:15](=[O:16])[O:17][CH2:18][CH3:19])[cH:7][c:8]([C:10](=[O:11])[O:12][CH2:13][CH3:14])[cH:9]1.[CH2:36]1[O:37][CH2:38][CH2:39][CH2:40]1.[CH3:20][Si:21]([N-:22][Si:23]([CH3:24])([CH3:25])[CH3:26])([CH3:27])[CH3:28].[K+:29]>>[C:1](#[N:2])[C:3]1([c:4]2[cH:5][c:6]([C:15](=[O:16])[O:17][CH2:18][CH3:19])[cH:7][c:8]([C:10](=[O:11])[O:12][CH2:13][CH3:14])[cH:9]2)[CH2:31][CH2:32][CH2:33][CH2:34]1. The reactants are Cl.NC(C(=O)OCC)C(=O)OCC (Diethyl 2-aminomalonate hydrochloride), C(C1=CC=CC=C1)OC(=O)Cl (benzyloxycarbonyl chloride). The product is C(C1=CC=CC=C1)OC(=O)NC(C(=O)OCC)C(=O)OCC (diethyl 2-(N-benzyloxycarbonylamino)malonate). The yield is 93.2%. As a reaction SMILES: Cl.[NH2:2][CH:3]([C:9]([O:11][CH2:12][CH3:13])=[O:10])[C:4]([O:6][CH2:7][CH3:8])=[O:5].[CH2:14]([O:21][C:22](Cl)=[O:23])[C:15]1[CH:20]=[CH:19][CH:18]=[CH:17][CH:16]=1>>[CH2:14]([O:21][C:22]([NH:2][CH:3]([C:4]([O:6][CH2:7][CH3:8])=[O:5])[C:9]([O:11][CH2:12][CH3:13])=[O:10])=[O:23])[C:15]1[CH:20]=[CH:19][CH:18]=[CH:17][CH:16]=1 |f:0.1|. Procedure: Diethyl 2-aminomalonate hydrochloride (12.7 g) and benzyloxycarbonyl chloride (11.9 g) are treated in the same manner as described in Reference Example 19-(3) to give diethyl 2-(N-benzyloxycarbonylamino)malonate (17.3 g), m.p. 36.5°-37° C.